From a dataset of the Open Reaction Database (ORD), a public repository of structured organic reaction records. describe an organic reaction: reactants, conditions, products, and yield Starting materials: aqueous solution, [OH-].[Na+] (sodium hydroxide), C(C)(=O)C1=CC=CC2=CC=CC=C12 (1-acetylnaphthalene), CC=1C(=CC(=NC1)C=O)N1CCCCC1 (5-methyl-4-piperidino-2-pyridinecarbaldehyde). Run in CO (methanol). Run at time 8 hour. Product: CC=1C(=CC(=NC1)C=CC(=O)C1=CC=CC2=CC=CC=C12)N1CCCCC1 (5-methyl-2-[3-(1-naphthyl)-3-oxo-1-propenyl]-4-piperidinopyridine). RXN SMILES: [OH-].[Na+].[C:3]([C:6]1[C:15]2[C:10](=[CH:11][CH:12]=[CH:13][CH:14]=2)[CH:9]=[CH:8][CH:7]=1)(=[O:5])[CH3:4].[CH3:16][C:17]1[C:18]([N:25]2[CH2:30][CH2:29][CH2:28][CH2:27][CH2:26]2)=[CH:19][C:20]([CH:23]=O)=[N:21][CH:22]=1>CO>[CH3:16][C:17]1[C:18]([N:25]2[CH2:30][CH2:29][CH2:28][CH2:27][CH2:26]2)=[CH:19][C:20]([CH:23]=[CH:4][C:3]([C:6]2[C:15]3[C:10](=[CH:11][CH:12]=[CH:13][CH:14]=3)[CH:9]=[CH:8][CH:7]=2)=[O:5])=[N:21][CH:22]=1 |f:0.1|. Reported procedure: A 10% aqueous solution of sodium hydroxide (1.6 ml) and then 174 mg of 1-acetylnaphthalene at about 4° C. were added to a solution of 204 mg (1.0 mmole) of 5-methyl-4-piperidino-2-pyridinecarbaldehyde in 3 ml of methanol, and the mixture was allowd to stand overnight at the above temperature. The reaction mixture was concentrated under reduced pressure. The residue was mixed with water, and then extracted with dichloromethane. The dichloromethane layer was dried over anhydrous sodium sulfate, an... Starting materials: COc1ccc(CN(Cc2ccc(OC)cc2)c2nc(C)nc(-c3cccnc3Nc3ccc(F)c(OC)c3)n2)cc1, O=C(O)C(F)(F)F. Product: COc1cc(Nc2ncccc2-c2nc(C)nc(N)n2)ccc1F. Reaction SMILES: [F:1][c:2]1[c:3]([O:41][CH3:42])[cH:4][c:5]([NH:8][c:9]2[n:10][cH:11][cH:12][cH:13][c:14]2-[c:15]2[n:16][c:17]([N:22]([CH2:23][c:24]3[cH:25][cH:26][c:27]([O:28][CH3:29])[cH:30][cH:31]3)[CH2:32][c:33]3[cH:34][cH:35][c:36]([O:37][CH3:38])[cH:39][cH:40]3)[n:18][c:19]([CH3:21])[n:20]2)[cH:6][cH:7]1.[F:43][C:44]([F:45])([F:46])[C:47]([OH:48])=[O:49]>>[F:1][c:2]1[c:3]([O:41][CH3:42])[cH:4][c:5]([NH:8][c:9]2[n:10][cH:11][cH:12][cH:13][c:14]2-[c:15]2[n:16][c:17]([NH2:22])[n:18][c:19]([CH3:21])[n:20]2)[cH:6][cH:7]1. The reactants are [N+](=O)([O-])C1=CN=C(S1)C(=O)Cl (5-nitrothiazole-2-carboxylic acid chloride), CC1=C(C=C(C=C1C)C)OC (2,3,5-trimethylanisole), [Cl-].[Al+3].[Cl-].[Cl-] (aluminum chloride). The solvent is C(Cl)Cl (methylene chloride). Conditions: time 3 hour. Yields the product COC1=C(C(=C(C(=O)C=2SC(=CN2)[N+](=O)[O-])C(=C1)C)C)C (2-(4-Methoxy-2,3,6-trimethylbenzoyl)-5-nitrothiazole). Reaction SMILES: [N+:1]([C:4]1[S:8][C:7]([C:9](Cl)=[O:10])=[N:6][CH:5]=1)([O-:3])=[O:2].[CH3:12][C:13]1[C:18]([CH3:19])=[CH:17][C:16]([CH3:20])=[CH:15][C:14]=1[O:21][CH3:22].[Cl-].[Al+3].[Cl-].[Cl-]>C(Cl)Cl>[CH3:22][O:21][C:14]1[CH:15]=[C:16]([CH3:20])[C:17]([C:9]([C:7]2[S:8][C:4]([N+:1]([O-:3])=[O:2])=[CH:5][N:6]=2)=[O:10])=[C:18]([CH3:19])[C:13]=1[CH3:12] |f:2.3.4.5|. Procedure: One gram of 5-nitrothiazole-2-carboxylic acid chloride in 10 ml. of methylene chloride is combined with 850 mg. of 2,3,5-trimethylanisole and then with 1.6 g. of aluminum chloride. After three hours of agitation at room temperature, the reaction mixture is poured on 50 ml. of 1N HCl and extracted with ethyl acetate. After drying of the solution and evaporating the solvent under vacuum, the crystalline residue is recrystallized from methanol/chloroform. The reactants are Cl.COC([C@@H](CC1=C(C=C(C=C1)Cl)Cl)N)=O ((R)-2-amino-3-(2,4-dichloro-phenyl)-propionic acid methyl ester hydrochloride), ClC1=CC(=C(C(=O)O)C=C1)NS(=O)(=O)C1=C(C=CC=C1F)F (4-chloro-2-(2,6-difluoro-benzenesulfonylamino)-benzoic acid), methyl ester. The product is ClC1=CC(=C(C(=O)NC(C(=O)O)CC2=C(C=C(C=C2)Cl)Cl)C=C1)NS(=O)(=O)C1=C(C=CC=C1F)F (2-[4-Chloro-2-(2,6-difluoro-benzenesulfonylamino)-benzoylamino]-3-(2,4-dichloro-phenyl)-propionic acid). Reaction SMILES: Cl.C[O:3][C:4](=[O:16])[C@H:5]([NH2:15])[CH2:6][C:7]1[CH:12]=[CH:11][C:10]([Cl:13])=[CH:9][C:8]=1[Cl:14].[Cl:17][C:18]1[CH:26]=[CH:25][C:21]([C:22](O)=[O:23])=[C:20]([NH:27][S:28]([C:31]2[C:36]([F:37])=[CH:35][CH:34]=[CH:33][C:32]=2[F:38])(=[O:30])=[O:29])[CH:19]=1>>[Cl:17][C:18]1[CH:26]=[CH:25][C:21]([C:22]([NH:15][CH:5]([CH2:6][C:7]2[CH:12]=[CH:11][C:10]([Cl:13])=[CH:9][C:8]=2[Cl:14])[C:4]([OH:3])=[O:16])=[O:23])=[C:20]([NH:27][S:28]([C:31]2[C:32]([F:38])=[CH:33][CH:34]=[CH:35][C:36]=2[F:37])(=[O:30])=[O:29])[CH:19]=1 |f:0.1|. Procedure details: (R)-2-Amino-3-(2,4-dichloro-phenyl)-propionic acid was treated as in EXAMPLE 2, Part A, to produce (R)-2-amino-3-(2,4-dichloro-phenyl)-propionic acid methyl ester hydrochloride as a white solid. This ester was coupled with 4-chloro-2-(2,6-difluoro-benzenesulfonylamino)-benzoic acid as in EXAMPLE 1, Part C. The resulting methyl ester was hydrolyzed as in EXAMPLE 2, Part E, to afford title compound. HPLC: RT=10.20 min. MS (ESI−): mass calcd. for C22H15Cl3F2N2O5S, 563.8; m/z found, 563 [M−H]−. 1H N... The reactants are BrC=1C=NC=2N(C1)N=C(C2)C(=O)O (6-bromo-pyrazolo[1,5-a]pyrimidine-2-carboxylic acid), CC1C2=CC=C3C(=C2CCN1)OCO3 (6-Methyl-6,7,8,9-tetrahydro-1,3-dioxa-7-aza-cyclopenta[a]naphthalene). Product: BrC=1C=NC=2N(C1)N=C(C2)C(=O)N2C(C1=CC=C3C(=C1CC2)OCO3)C ((6-Bromo-pyrazolo[1,5-a]pyrimidin-2-yl)-(6-methyl-8,9-dihydro-6H-[1,3]dioxolo[4,5-f]isoquinolin-7-yl)-methanone). Reaction SMILES: [Br:1][C:2]1[CH:3]=[N:4][C:5]2[N:6]([N:8]=[C:9]([C:11]([OH:13])=O)[CH:10]=2)[CH:7]=1.[CH3:14][CH:15]1[NH:24][CH2:23][CH2:22][C:21]2[C:16]1=[CH:17][CH:18]=[C:19]1[O:27][CH2:26][O:25][C:20]1=2>>[Br:1][C:2]1[CH:3]=[N:4][C:5]2[N:6]([N:8]=[C:9]([C:11]([N:24]3[CH2:23][CH2:22][C:21]4[C:16](=[CH:17][CH:18]=[C:19]5[O:27][CH2:26][O:25][C:20]5=4)[CH:15]3[CH3:14])=[O:13])[CH:10]=2)[CH:7]=1. Reported procedure: In close analogy to the procedure described in Example 1, 6-bromo-pyrazolo[1,5-a]pyrimidine-2-carboxylic acid is reacted with 6-Methyl-6,7,8,9-tetrahydro-1,3-dioxa-7-aza-cyclopenta[a]naphthalene to provide the title compound in moderate yield. Reactants: CCCCC(=O)O, [Cl-], COC(=O)c1sccc1N, c1ccncc1. Product: CCCCC(=O)Nc1ccsc1C(=O)OC. Reaction SMILES: [C:2]([CH2:3][CH2:4][CH2:5][CH3:6])(=[O:7])[OH:8].[Cl-:1].[NH2:9][c:10]1[c:11]([C:15](=[O:16])[O:17][CH3:18])[s:12][cH:13][cH:14]1.[cH:19]1[cH:20][cH:21][n:22][cH:23][cH:24]1>>[C:2]([CH2:3][CH2:4][CH2:5][CH3:6])(=[O:7])[NH:9][c:10]1[c:11]([C:15](=[O:16])[O:17][CH3:18])[s:12][cH:13][cH:14]1.